From a dataset of the Open Reaction Database (ORD), a public repository of structured organic reaction records. describe an organic reaction: reactants, conditions, products, and yield The reactants are C1(=CC=CC=C1)P(=O)(C1=CC=CC=C1)CC1=C(C2=CC=CC=C2C=C1)C1=C(C=CC2=CC=CC=C12)CP(=O)(C1=CC=CC=C1)C1=CC=CC=C1 (2,2'-bis(diphenylphosphinylmethyl)-1,1'-binaphthyl), C(CCC)N(CCCC)CCCC (tri-n-butylamine), C[SiH](Cl)Cl (methyldichlorosilane). Solvent: C=1(C(=CC=CC1)C)C (xylene). Product: C1(=CC=CC=C1)P(C1=CC=CC=C1)CC1=C(C2=CC=CC=C2C=C1)C1=C(C=CC2=CC=CC=C12)CP(C1=CC=CC=C1)C1=CC=CC=C1 (2,2'-bis(diphenylphosphinomethyl)-1,1'-binaphthyl). RXN SMILES: [C:1]1([P:7]([CH2:15][C:16]2[CH:25]=[CH:24][C:23]3[C:18](=[CH:19][CH:20]=[CH:21][CH:22]=3)[C:17]=2[C:26]2[C:35]3[C:30](=[CH:31][CH:32]=[CH:33][CH:34]=3)[CH:29]=[CH:28][C:27]=2[CH2:36][P:37]([C:45]2[CH:50]=[CH:49][CH:48]=[CH:47][CH:46]=2)([C:39]2[CH:44]=[CH:43][CH:42]=[CH:41][CH:40]=2)=O)([C:9]2[CH:14]=[CH:13][CH:12]=[CH:11][CH:10]=2)=O)[CH:6]=[CH:5][CH:4]=[CH:3][CH:2]=1.C(N(CCCC)CCCC)CCC.C[SiH](Cl)Cl>C1(C)C(C)=CC=CC=1>[C:45]1([P:37]([CH2:36][C:27]2[CH:28]=[CH:29][C:30]3[C:35](=[CH:34][CH:33]=[CH:32][CH:31]=3)[C:26]=2[C:17]2[C:18]3[C:23](=[CH:22][CH:21]=[CH:20][CH:19]=3)[CH:24]=[CH:25][C:16]=2[CH2:15][P:7]([C:1]2[CH:2]=[CH:3][CH:4]=[CH:5][CH:6]=2)[C:9]2[CH:10]=[CH:11][CH:12]=[CH:13][CH:14]=2)[C:39]2[CH:40]=[CH:41][CH:42]=[CH:43][CH:44]=2)[CH:46]=[CH:47][CH:48]=[CH:49][CH:50]=1. Procedure details: 409.7 g (0.6 mol) of 2,2'-bis(diphenylphosphinylmethyl)-1,1'-binaphthyl are suspended in 1.5 1 of xylene and 715 ml (3.0 mol) of tri-n-butylamine in the absence of air and moisture, and 345.1 g (3.0 mol) of methyldichlorosilane are added dropwise with stirring. The mixture is then refluxed for 12 hours to give a clear solution. Xylene is distilled off at atmospheric pressure, and the mixture is allowed to cool with stirring. This results in the formation of 2,2'-bis(diphenylphosphinomethyl)-1,1'... Starting materials: COc1ccc(S(=O)(=O)Cl)cc1, CCN(C(C)C)C(C)C, ClCCl, NCc1ccccc1, O. Yields the product COc1ccc(S(=O)(=O)NCc2ccccc2)cc1. As a reaction SMILES: [CH3:18][O:19][c:20]1[cH:21][cH:22][c:23]([S:26](=[O:27])(=[O:28])[Cl:29])[cH:24][cH:25]1.[CH:9]([N:10]([CH2:11][CH3:12])[CH:13]([CH3:14])[CH3:15])([CH3:16])[CH3:17].[Cl:30][CH2:31][Cl:32].[NH2:1][CH2:2][c:3]1[cH:4][cH:5][cH:6][cH:7][cH:8]1.[OH2:33]>>[NH:1]([CH2:2][c:3]1[cH:4][cH:5][cH:6][cH:7][cH:8]1)[S:26]([c:23]1[cH:22][cH:21][c:20]([O:19][CH3:18])[cH:25][cH:24]1)(=[O:27])=[O:28]. The reactants are C(C)(C)(C)OC(=O)N1C(=NC2=C1C=CC=C2)CCCO (3-(1-tert-butoxycarbonyl-Benzimidazol-2-yl)propan-1-ol), CC(=O)OI1(C=2C=CC=CC2C(=O)O1)(OC(=O)C)OC(=O)C (Dess-Martin reagent). Run in C(C)(=O)OCC (ethyl acetate), C(Cl)Cl (CH2Cl2). Run at time 1 hour. The product is C(C)(C)(C)OC(=O)N1C(=NC2=C1C=CC=C2)CCC=O (3-(1-tert-butoxycarbonyl-Benzimidazol-2-yl)propionaldehyde). The yield is 76.7%. As a reaction SMILES: [C:1]([O:5][C:6]([N:8]1[C:12]2[CH:13]=[CH:14][CH:15]=[CH:16][C:11]=2[N:10]=[C:9]1[CH2:17][CH2:18][CH2:19][OH:20])=[O:7])([CH3:4])([CH3:3])[CH3:2].CC(OI1(OC(C)=O)(OC(C)=O)OC(=O)C2C=CC=CC1=2)=O>C(Cl)Cl.C(OCC)(=O)C>[C:1]([O:5][C:6]([N:8]1[C:12]2[CH:13]=[CH:14][CH:15]=[CH:16][C:11]=2[N:10]=[C:9]1[CH2:17][CH2:18][CH:19]=[O:20])=[O:7])([CH3:4])([CH3:3])[CH3:2]. Reported procedure: To a solution of 3-(1-tert-butoxycarbonyl-Benzimidazol-2-yl)propan-1-ol (186 mg, 0.67 mmol) in CH2Cl2 (4 mL) was added Dess-Martin reagent (314 mg, 0.74 mmol) and the resulting mixture was allowed to stir at room temperature under N2 for 1 hour. The mixture was further diluted with 300-mL ethyl acetate, and washed with 1N NaOH, brine and dried over Na2SO4. Evaporation of the solvent and flash chromatograph of residue over silica gel, using 20% ethyl acetate in CH2Cl2, gave the title compound (14... Starting materials: N(=O)[O-].[Na+] (NaNO2), oxime, CC(CC(C)=O)=O (Pentane-2,4-dione), C(CC(=O)C)(=O)OCC (Ethyl acetoacetate). The reagents and catalysts are [Zn] (Zn). Run in O (H2O), O (H2O), CC(=O)O (AcOH), CC(=O)O.O (AcOH H2O). Run at temperature 0 celsius, time 1 hour. Yields the product C(C)OC(=O)C1=C(NC(=C1C)C(C)=O)C (5-acetyl-2,4-dimethyl-1H-pyrrole-3-carboxylic acid ethyl ester). Yield: 20.6%. Reaction SMILES: [CH3:1][C:2](=O)[CH2:3][C:4](=[O:6])[CH3:5].[N:8]([O-])=O.[Na+].[C:12]([O:18][CH2:19][CH3:20])(=[O:17])[CH2:13][C:14]([CH3:16])=O>CC(O)=O.O.CC(O)=O.O.[Zn]>[CH2:19]([O:18][C:12]([C:13]1[C:2]([CH3:1])=[C:3]([C:4](=[O:6])[CH3:5])[NH:8][C:14]=1[CH3:16])=[O:17])[CH3:20] |f:1.2,6.7|. Reported procedure: Pentane-2,4-dione (10.3 mL, 0.1 mol) was diluted with AcOH and cooled to 0° C. NaNO2 (6.9 g, 0.1 mol) was dissolved in H2O (10 mL) and added dropwise, keeping the internal temperature ≦10° C. The mixture was stirred for 1 h with cooling then 3 h at room temperature. Ethyl acetoacetate (14 mL, 0.11 mol) was dissolved in 1:1 AcOH/H2O (100 mL) and Zn powder (7.19 g, 0.11 mol) was added. To this the oxime solution was added and the mixture was heated at 100° C. for 30 min then poured into H2O (0.8 L... Reactants: CC1(CC(=O)O)CC(c2cccc(Cl)c2)C(c2ccc(Cl)cc2)N(C(CO[Si](c2ccccc2)(c2ccccc2)C(C)(C)C)C2CC2)C1=O, C[Si](C)(C)C=[N+]=[N-], CO, c1ccccc1. The product is COC(=O)CC1(C)CC(c2cccc(Cl)c2)C(c2ccc(Cl)cc2)N(C(CO[Si](c2ccccc2)(c2ccccc2)C(C)(C)C)C2CC2)C1=O. Reaction SMILES: [C:1]([CH3:2])([CH3:3])([CH3:4])[Si:5]([O:6][CH2:7][CH:8]([CH:9]1[CH2:10][CH2:11]1)[N:12]1[C:13](=[O:37])[C:14]([CH3:32])([CH2:33][C:34](=[O:35])[OH:36])[CH2:15][CH:16]([c:25]2[cH:26][c:27]([Cl:31])[cH:28][cH:29][cH:30]2)[CH:17]1[c:18]1[cH:19][cH:20][c:21]([Cl:24])[cH:22][cH:23]1)([c:38]1[cH:39][cH:40][cH:41][cH:42][cH:43]1)[c:44]1[cH:45][cH:46][cH:47][cH:48][cH:49]1.[CH3:50][Si:51]([CH:52]=[N+:53]=[N-:54])([CH3:55])[CH3:56].[CH3:57][OH:58].[cH:59]1[cH:60][cH:61][cH:62][cH:63][cH:64]1>>[C:1]([CH3:2])([CH3:3])([CH3:4])[Si:5]([O:6][CH2:7][CH:8]([CH:9]1[CH2:10][CH2:11]1)[N:12]1[C:13](=[O:37])[C:14]([CH3:32])([CH2:33][C:34](=[O:35])[O:36][CH3:50])[CH2:15][CH:16]([c:25]2[cH:26][c:27]([Cl:31])[cH:28][cH:29][cH:30]2)[CH:17]1[c:18]1[cH:19][cH:20][c:21]([Cl:24])[cH:22][cH:23]1)([c:38]1[cH:39][cH:40][cH:41][cH:42][cH:43]1)[c:44]1[cH:45][cH:46][cH:47][cH:48][cH:49]1. The reactants are COC1=CC=C(C(C2=CC=C(C=C2)OC)(C2=CC=CC=C2)O[C@H]2C[C@@H](OC2(CO)CO)N2C(=O)NC(=O)C(C)=C2)C=C1 (3′-O-(4,4′-dimethoxytrityl)-4′-C-hydroxymethylthymidine). The solvent is C(C)(=O)O (acetic acid), O (water). Yields the product OCC1([C@H](C[C@@H](O1)N1C(=O)NC(=O)C(C)=C1)O)CO (4′-C-hydroxymethylthymidine). Yield: 90.8%. RXN SMILES: COC1C=CC(C([O:22][C@@H:23]2[C:27]([CH2:30][OH:31])([CH2:28][OH:29])[O:26][C@@H:25]([N:32]3[CH:40]=[C:38]([CH3:39])[C:36](=[O:37])[NH:35][C:33]3=[O:34])[CH2:24]2)(C2C=CC=CC=2)C2C=CC(OC)=CC=2)=CC=1>C(O)(=O)C.O>[OH:29][CH2:28][C:27]1([CH2:30][OH:31])[O:26][C@@H:25]([N:32]2[CH:40]=[C:38]([CH3:39])[C:36](=[O:37])[NH:35][C:33]2=[O:34])[CH2:24][C@@H:23]1[OH:22]. Procedure details: A solution of 3′-O-(4,4′-dimethoxytrityl)-4′-C-hydroxymethylthymidine (6.32 g, 11.0 mmol) in 80% acetic acid in water (50 ml) stood at room temperature for 4 h. Solvents were removed under reduced pressure and water (200 ml) added. The resulting cloudy mixture was washed with ether (3×80 ml) and water was evaporated. The residue was dissolved in methanol and toluene and the resulting solution was concentrated. This process was repeated twice. 4′-C-hydroxymethylthymidine (2.72 g, 91%) was obtaine... Starting materials: [Al+3], [Al+3], C1CCOC1, CCOCC, [Cl-], [Cl-], [Cl-], [H-], [H-], [H-], [H-], [Li+], [Na+], [OH-], O, CNC(=O)c1cc(C)ccc1Sc1csc2ccccc12. The product is CNCc1cc(C)ccc1Sc1csc2ccccc12. Reaction SMILES: [Al+3:2].[Al+3:8].[CH2:39]1[O:40][CH2:41][CH2:42][CH2:43]1.[CH3:34][CH2:35][O:36][CH2:37][CH3:38].[Cl-:10].[Cl-:7].[Cl-:9].[H-:1].[H-:4].[H-:5].[H-:6].[Li+:3].[Na+:33].[OH-:32].[OH2:44].[s:11]1[c:12]2[c:13]([c:14]([S:16][c:17]3[c:18]([C:19](=[O:20])[NH:21][CH3:22])[cH:23][c:24]([CH3:27])[cH:25][cH:26]3)[cH:15]1)[cH:28][cH:29][cH:30][cH:31]2>>[s:11]1[c:12]2[c:13]([c:14]([S:16][c:17]3[c:18]([CH2:19][NH:21][CH3:22])[cH:23][c:24]([CH3:27])[cH:25][cH:26]3)[cH:15]1)[cH:28][cH:29][cH:30][cH:31]2. Reactants: ClC1=C2C3=C(C(NC2=NC=C1)=O)C=CC=C3 (1-Chloro-5H-benzo[c][1,8]naphthyridin-6-one), N1=CC=CC2=CC=C(C=C12)O (quinolin-7-ol). Product: N1=CC=CC2=CC=C(C=C12)OC1=C2C3=C(C(NC2=NC=C1)=O)C=CC=C3 (1-(Quinolin-7-yloxy)-5H-benzo[c][1,8]naphthyridin-6-one). Yield: 68.3%. RXN SMILES: Cl[C:2]1[CH:11]=[CH:10][N:9]=[C:8]2[C:3]=1[C:4]1[CH:16]=[CH:15][CH:14]=[CH:13][C:5]=1[C:6](=[O:12])[NH:7]2.[N:17]1[C:26]2[C:21](=[CH:22][CH:23]=[C:24]([OH:27])[CH:25]=2)[CH:20]=[CH:19][CH:18]=1>>[N:17]1[C:26]2[C:21](=[CH:22][CH:23]=[C:24]([O:27][C:2]3[CH:11]=[CH:10][N:9]=[C:8]4[C:3]=3[C:4]3[CH:16]=[CH:15][CH:14]=[CH:13][C:5]=3[C:6](=[O:12])[NH:7]4)[CH:25]=2)[CH:20]=[CH:19][CH:18]=1. Procedure details: The title compound was synthesized according to the procedure described for the preparation of Example 182 using 83 (50 mg, 0.22 mmol) and quinolin-7-ol (63 mg, 0.43 mmol) to provide 229 (51 mg, 69% yield) as a tan solid. LC-MS (M+H=340, obsd.=340).